Dataset: the Open Reaction Database (ORD), a public repository of structured organic reaction records. Task: describe an organic reaction: reactants, conditions, products, and yield The reactants are ClC1=CC=C(C2=CC=CC=C12)O (4-chloro-1-naphthol), N(=NC(=O)OC(C)C)C(=O)OC(C)C (diisopropyl azodicarboxylate), C1(=CC=CC=C1)P(C1=CC=CC=C1)C1=CC=CC=C1 (triphenylphosphine), O[C@@H]1CC[C@@H]2CN(C[C@@H]21)C(=O)OC(C)(C)C (tert-butyl (3aR,4R,6aS)-4-hydroxyhexahydrocyclopenta[c]pyrrole-2(1H)-carboxylate). The solvent is C(C)(=O)OCC (ethyl acetate), C1CCCCC1 (cyclohexane). Yields the product ClC1=CC=C(C2=CC=CC=C12)O[C@H]1CC[C@@H]2CN(C[C@@H]21)C(=O)OC(C)(C)C (tert-butyl (3aR,4S,6aS)-4-[(4-chloro-1-naphthyl)oxy]-hexahydrocyclopenta[c]pyrrole-2(1H)-carboxylate). Yield: 30.1%. Reaction SMILES: [OH:1][C@H:2]1[C@@H:9]2[C@@H:5]([CH2:6][N:7]([C:10]([O:12][C:13]([CH3:16])([CH3:15])[CH3:14])=[O:11])[CH2:8]2)[CH2:4][CH2:3]1.[Cl:17][C:18]1[C:27]2[C:22](=[CH:23][CH:24]=[CH:25][CH:26]=2)[C:21](O)=[CH:20][CH:19]=1.N(C(OC(C)C)=O)=NC(OC(C)C)=O.C1(P(C2C=CC=CC=2)C2C=CC=CC=2)C=CC=CC=1>C(OCC)(=O)C.C1CCCCC1>[Cl:17][C:18]1[C:27]2[C:22](=[CH:23][CH:24]=[CH:25][CH:26]=2)[C:21]([O:1][C@@H:2]2[C@@H:9]3[C@@H:5]([CH2:6][N:7]([C:10]([O:12][C:13]([CH3:16])([CH3:15])[CH3:14])=[O:11])[CH2:8]3)[CH2:4][CH2:3]2)=[CH:20][CH:19]=1. Procedure details: The process is performed according to the procedure described in Example 11, step 11.1. Starting with 0.15 g (0.66 mmol) of tert-butyl (3aR,4R,6aS)-4-hydroxyhexahydrocyclopenta[c]pyrrole-2(1H)-carboxylate, obtained in step 13.1., 0.130 g (0.73 mmol) of 4-chloro-1-naphthol, 0.160 g (0.79 mmol) of diisopropyl azodicarboxylate and 0.206 g (0.659 mmol) of resin-supported triphenylphosphine (triphenylphosphine, polymer-supported, 3.2 mmol/g on polystyrene), and after chromatography on silica gel, elu... Starting materials: C(C)OC1=C(C=C2C(=N[C@@H]3CC[C@H](C[C@@H]3C2=C1)O)C=1C=NC(=NC1)OC)OC ((2R,4aR,10bR)-9-Ethoxy-8-methoxy-6-(2-methoxy-pyrimidin-5-yl)-1,2,3,4,4a,10b-hexahydro-phenanthridin-2-ol), C(\C=C\C(=O)O)(=O)O (fumaric acid). Run in CC(=O)C (acetone), CC(=O)C (acetone), C(C)(C)O (isopropanol). Yields the product C(\C=C\C(=O)O)(=O)O.C(C)OC1=C(C=C2C(=N[C@@H]3CC[C@H](C[C@@H]3C2=C1)O)C=1C=NC(=NC1)OC)OC ((2R,4aR,10bR)-9-Ethoxy-8-methoxy-6-(2-methoxy-pyrimidin-5-yl)-1,2,3,4,4a,10b-hexahydro-phenanthridin-2-ol fumarate). The yield is 64.3%. Reaction SMILES: [CH2:1]([O:3][C:4]1[CH:17]=[C:16]2[C:7]([C:8]([C:19]3[CH:20]=[N:21][C:22]([O:25][CH3:26])=[N:23][CH:24]=3)=[N:9][C@H:10]3[C@@H:15]2[CH2:14][C@H:13]([OH:18])[CH2:12][CH2:11]3)=[CH:6][C:5]=1[O:27][CH3:28])[CH3:2].[C:29]([OH:36])(=[O:35])/[CH:30]=[CH:31]/[C:32]([OH:34])=[O:33]>CC(C)=O.C(O)(C)C>[C:29]([OH:36])(=[O:35])/[CH:30]=[CH:31]/[C:32]([OH:34])=[O:33].[CH2:1]([O:3][C:4]1[CH:17]=[C:16]2[C:7]([C:8]([C:19]3[CH:24]=[N:23][C:22]([O:25][CH3:26])=[N:21][CH:20]=3)=[N:9][C@H:10]3[C@@H:15]2[CH2:14][C@H:13]([OH:18])[CH2:12][CH2:11]3)=[CH:6][C:5]=1[O:27][CH3:28])[CH3:2] |f:4.5|. Reported procedure: (2R,4aR,10bR)-9-Ethoxy-8-methoxy-6-(2-methoxy-pyrimidin-5-yl)-1,2,3,4,4a,10b-hexahydro-phenanthridin-2-ol (38.3 mg, 0.1 mmol) are dissolved in 0.5 ml of acetone. 12.8 mg (0.11 mmol) of fumaric acid (dissolved in 0.5 ml of a 82:18 mixture of acetone and isopropanol) are added. The crystals are filtered off and dried to obtain 32.1 mg (64%) of the title compound (m.p.: 124° C.). Starting materials: CC(C(=O)OCC)(CCN1C=NC(=C1)C1=CC=CC=C1)S(=O)(=O)C (ethyl 2-methyl-2-(methylsulfonyl)-4-(4-phenyl-1H-imidazol-1-yl)butanoate), O.[OH-].[Li+] (lithium hydroxide monohydrate). Run in Cl (HCl), C1CCOC1.CO.O (THF MeOH Water). Conditions: time 8 hour. Product: CC(C(=O)O)(CCN1C=NC(=C1)C1=CC=CC=C1)S(=O)(=O)C (2-methyl-2-(methylsulfonyl)-4-(4-phenyl-1H-imidazol-1-yl)butanoic acid). Yield: 98.6%. As a reaction SMILES: [CH3:1][C:2]([S:21]([CH3:24])(=[O:23])=[O:22])([CH2:8][CH2:9][N:10]1[CH:14]=[C:13]([C:15]2[CH:20]=[CH:19][CH:18]=[CH:17][CH:16]=2)[N:12]=[CH:11]1)[C:3]([O:5]CC)=[O:4].O.[OH-].[Li+]>C1COCC1.CO.O.Cl>[CH3:1][C:2]([S:21]([CH3:24])(=[O:22])=[O:23])([CH2:8][CH2:9][N:10]1[CH:14]=[C:13]([C:15]2[CH:20]=[CH:19][CH:18]=[CH:17][CH:16]=2)[N:12]=[CH:11]1)[C:3]([OH:5])=[O:4] |f:1.2.3,4.5.6|. Procedure details: To a solution of ethyl 2-methyl-2-(methylsulfonyl)-4-(4-phenyl-1H-imidazol-1-yl)butanoate (335 mg, 0.956 mmol, 1 eq) in THF/MeOH/Water (4:1:1) was added lithium hydroxide monohydrate (160 mg, 3.82 mmol, 4 eq) and the mixture was allowed to stir at RT overnight. The reaction was diluted with 1 N HCl and loaded onto a 6 g MCX column. The column was washed with 1 column volume water and 2 column volumes MeOH. The washes were discarded. The column was then eluted with 0.5 N NH3 in Methanol. The elua... The reactants are FC1=CC=C(C=C1)C1=C(N(C2=CC=C(C=C12)O)C)C (3-(4-fluoro-phenyl)-1,2-dimethyl-1H-indole-5-ol), C(C)OC(C(C)(C)Br)=O (2-bromo-2-methyl-propanoic acid ethylester). Product: C(C)OC(C(C)(C)OC=1C=C2C(=C(N(C2=CC1)C)C)C1=CC=C(C=C1)F)=O (2-[3-(4-Fluoro-phenyl)-1,2-dimethyl-1H-indole-5-yloxy]-2-methyl-propanoic acid ethylester). As a reaction SMILES: [F:1][C:2]1[CH:7]=[CH:6][C:5]([C:8]2[C:16]3[C:11](=[CH:12][CH:13]=[C:14]([OH:17])[CH:15]=3)[N:10]([CH3:18])[C:9]=2[CH3:19])=[CH:4][CH:3]=1.[CH2:20]([O:22][C:23](=[O:28])[C:24](Br)([CH3:26])[CH3:25])[CH3:21]>>[CH2:20]([O:22][C:23](=[O:28])[C:24]([O:17][C:14]1[CH:15]=[C:16]2[C:11](=[CH:12][CH:13]=1)[N:10]([CH3:18])[C:9]([CH3:19])=[C:8]2[C:5]1[CH:6]=[CH:7][C:2]([F:1])=[CH:3][CH:4]=1)([CH3:26])[CH3:25])[CH3:21]. Procedure details: In accordance with a procedure analogous to that of Example 10, the above compound was prepared from 3-(4-fluoro-phenyl)-1,2-dimethyl-1H-indole-5-ol and 2-bromo-2-methyl-propanoic acid ethylester.